From a dataset of the Open Reaction Database (ORD), a public repository of structured organic reaction records. describe an organic reaction: reactants, conditions, products, and yield Starting materials: COC(=O)C1CC(N(C2=C(C1=O)C=C(C=C2)F)C)=O (7-fluoro-1-methyl-2,3,4,5-tetrahydro-1-benzazepine-2,5-dione-4-carboxylic acid methyl ester). Solvent: C=1(C(=CC=CC1)C)C (xylene), petroleum ether. The product is FC=1C=CC2=C(C(C(CC(N2C)=O)C(NC2=CC=C(C=C2)F)=O)=O)C1 (7-fluoro-1-methyl-4-(4-fluorophenylcarbamoyl)-2,3,4,5-tetrahydro-1-benzazepine-2,5-dione). RXN SMILES: CO[C:3]([CH:5]1[C:11](=[O:12])[C:10]2[CH:13]=[C:14]([F:17])[CH:15]=[CH:16][C:9]=2[N:8]([CH3:18])[C:7](=[O:19])[CH2:6]1)=[O:4]>C1(C)C(C)=CC=CC=1>[F:17][C:14]1[CH:15]=[CH:16][C:9]2[N:8]([CH3:18])[C:7](=[O:19])[CH2:6][CH:5]([C:3](=[O:4])[NH:8][C:9]3[CH:16]=[CH:15][C:14]([F:17])=[CH:13][CH:10]=3)[C:11](=[O:12])[C:10]=2[CH:13]=1. Procedure details: The mixture of 5.0 g of 7-fluoro-1-methyl-2,3,4,5-tetrahydro-1-benzazepine-2,5-dione-4-carboxylic acid methyl ester, 2.3 g of 4-fluoroaaniline and 120 ml of xylene is refluxed under nitrogen for 40 hours, cooled with ice and diluted with 65 ml of petroleum ether. The precipitate formed is filtered off and recrystallized from acetonitrile, to yield the 7-fluoro-1-methyl-4-(4-fluorophenylcarbamoyl)-2,3,4,5-tetrahydro-1-benzazepine-2,5-dione melting at 180°-182°. Starting materials: BrC1=CC=C(C(=C1[Si](C)(C)C)F)F ((6-bromo-2,3-difluorophenyl)trimethylsilane), CN(C=O)C (N,N-dimethylformamide), C(C)(C)NC(C)C (N,N-diisopropylamine), 1.57, Mn butyllithium. Run in O1CCCC1 (tetrahydrofuran), O (water), C(C)(=O)OCC (ethyl acetate), O1CCCC1 (tetrahydrofuran), CCCCCC (hexane). Conditions: temperature -78 celsius, time 10 minute. The product is BrC=1C(=C(C(=C(C=O)C1)F)F)[Si](C)(C)C (5-Bromo-2,3-difluoro-4-trimethylsilanyl Benzaldehyde). As a reaction SMILES: C(NC(C)C)(C)C.[Br:8][C:9]1[C:14]([Si:15]([CH3:18])([CH3:17])[CH3:16])=[C:13]([F:19])[C:12]([F:20])=[CH:11][CH:10]=1.CN(C)[CH:23]=[O:24]>O1CCCC1.CCCCCC.O.C(OCC)(=O)C>[Br:8][C:9]1[C:14]([Si:15]([CH3:16])([CH3:17])[CH3:18])=[C:13]([F:19])[C:12]([F:20])=[C:11]([CH:10]=1)[CH:23]=[O:24]. Procedure details: Under nitrogen atmosphere, to a solution containing 6.34 mL of N,N-diisopropylamine in 100 mL of tetrahydrofuran, 26.4 mL of 1.57 Mn-butyllithium in hexane was added at 0° C., and stirred at this temperature for 10 minutes. After cooling to −78° C., a solution containing 10.0 g of (6-bromo-2,3-difluorophenyl)trimethylsilane in 100 mL of tetrahydrofuran was added dropwise, stirred at this temperature for 1 hour, then added dropwise with 2.92 mL of N,N-dimethylformamide, allowed to gradually warm ... Reactants: ClC1=C(C=CC=C1)C1=NCC(NC2=C1C=CC=C2)=O (1,3-dihydro-5-(o-chlorophenyl)-2H-1,4-benzodiazepin-2-one), P12(=S)SP3(=S)SP(=S)(S1)SP(=S)(S2)S3 (P2S5), yellow crystalline compound. The solvent is N1=CC=CC=C1 (pyridine). Product: ClC1=C(C=CC=C1)C1=NCC(NC2=C1C=CC=C2)=S (1,3-Dihydro-5-(o-chlorophenyl)-2H-1,4-benzodiazepine-2-thione). Reaction SMILES: [Cl:1][C:2]1[CH:7]=[CH:6][CH:5]=[CH:4][C:3]=1[C:8]1[C:14]2[CH:15]=[CH:16][CH:17]=[CH:18][C:13]=2[NH:12][C:11](=O)[CH2:10][N:9]=1.P12(SP3(SP(SP(S3)(S1)=S)(=S)S2)=S)=[S:21]>N1C=CC=CC=1>[Cl:1][C:2]1[CH:7]=[CH:6][CH:5]=[CH:4][C:3]=1[C:8]1[C:14]2[CH:15]=[CH:16][CH:17]=[CH:18][C:13]=2[NH:12][C:11](=[S:21])[CH2:10][N:9]=1. Procedure: A mixture of 23 g. (0.085 mole) of 1,3-dihydro-5-(o-chlorophenyl)-2H-1,4-benzodiazepin-2-one [Sternbach et al., J. Med. Chem. 6, 261 (1963)] and 21 g. of P2S5 in 1500 ml. of pyridine was heated rapidly to the reflux temperature and refluxed for 45 min. It was then concentrated to dryness in vacuo and the residue was treated with 150 ml. of saturated NaCl solution and extracted (thrice) with methylene chloride. The CH2Cl2 solution was washed (water), dried (MgSO4), filtered and evaporated to dryn... The reactants are CCCCOCCOc1ccc(-c2ccc3c(c2)C=C(C(=O)Nc2ccc(C(O)c4ccccn4)cc2)CCN3S(C)(=O)=O)cc1, ClCCl, [Na+], [Na+], O=C(OO)c1cccc(Cl)c1, O=S([O-])([O-])=S. Yields the product CCCCOCCOc1ccc(-c2ccc3c(c2)C=C(C(=O)Nc2ccc(C(O)c4cccc[n+]4[O-])cc2)CCN3S(C)(=O)=O)cc1. As a reaction SMILES: [CH2:1]([CH2:2][CH2:3][CH3:4])[O:5][CH2:6][CH2:7][O:8][c:9]1[cH:10][cH:11][c:12](-[c:15]2[cH:16][cH:17][c:18]3[c:19]([cH:46]2)[CH:20]=[C:21]([C:29](=[O:30])[NH:31][c:32]2[cH:33][cH:34][c:35]([CH:38]([c:39]4[n:40][cH:41][cH:42][cH:43][cH:44]4)[OH:45])[cH:36][cH:37]2)[CH2:22][CH2:23][N:24]3[S:25](=[O:26])(=[O:27])[CH3:28])[cH:13][cH:14]1.[Cl:65][CH2:66][Cl:67].[Na+:63].[Na+:64].[OH:47][O:48][C:49]([c:50]1[cH:51][c:52]([Cl:53])[cH:54][cH:55][cH:56]1)=[O:57].[S:58]([O-:59])([O-:60])(=[O:61])=[S:62]>>[CH2:1]([CH2:2][CH2:3][CH3:4])[O:5][CH2:6][CH2:7][O:8][c:9]1[cH:10][cH:11][c:12](-[c:15]2[cH:16][cH:17][c:18]3[c:19]([cH:46]2)[CH:20]=[C:21]([C:29](=[O:30])[NH:31][c:32]2[cH:33][cH:34][c:35]([CH:38]([c:39]4[n+:40]([O-:47])[cH:41][cH:42][cH:43][cH:44]4)[OH:45])[cH:36][cH:37]2)[CH2:22][CH2:23][N:24]3[S:25](=[O:26])(=[O:27])[CH3:28])[cH:13][cH:14]1. The reactants are CC(C)(OC(=O)NNC(=O)C1=NC(=C(C(=C1)OCC1=CC=CC=C1)OCC1=CC=CC=C1)CCl)C (6-(chloromethyl)-4,5-bis(phenylmethoxy)2-pyridinecarboxylic acid, 2-[(1,1-dimethylethoxy)carbonyl]hydrazide), CN1CCC(C1)C2=CN=CC=C2 (isonicotine), C-18-Crown-6, CN(C=O)C (dimethylformamide). The product is [Cl-].NC(=O)C1=CC=[N+](C=C1)CC1=NC(=CC(=C1OCC1=CC=CC=C1)OCC1=CC=CC=C1)C(=O)NNC(=O)OC(C)(C)C (4-(Aminocarbonyl)-1-[[6-[[2-[(1,1-dimethylethyloxy)carbonyl]hydrazino]carbonyl]-3,4-bis (phenylmethoxy)-2-pyridinyl]methyl]pyridinium chloride). Reaction SMILES: [CH3:1][C:2]([CH3:35])([O:4][C:5]([NH:7][NH:8][C:9]([C:11]1[CH:16]=[C:15]([O:17][CH2:18][C:19]2[CH:24]=[CH:23][CH:22]=[CH:21][CH:20]=2)[C:14]([O:25][CH2:26][C:27]2[CH:32]=[CH:31][CH:30]=[CH:29][CH:28]=2)=[C:13]([CH2:33][Cl:34])[N:12]=1)=[O:10])=[O:6])[CH3:3].CN1CC([C:42]2[CH:47]=[CH:46][CH:45]=[N:44][CH:43]=2)CC1.C[N:49](C)[CH:50]=[O:51]>>[Cl-:34].[NH2:49][C:50]([C:47]1[CH:42]=[CH:43][N+:44]([CH2:33][C:13]2[C:14]([O:25][CH2:26][C:27]3[CH:32]=[CH:31][CH:30]=[CH:29][CH:28]=3)=[C:15]([O:17][CH2:18][C:19]3[CH:24]=[CH:23][CH:22]=[CH:21][CH:20]=3)[CH:16]=[C:11]([C:9]([NH:8][NH:7][C:5]([O:4][C:2]([CH3:35])([CH3:3])[CH3:1])=[O:6])=[O:10])[N:12]=2)=[CH:45][CH:46]=1)=[O:51] |f:3.4|. Reported procedure: 4.98 g 6-(chloromethyl)-4,5-bis(phenylmethoxy)2-pyridinecarboxylic acid, 2-[(1,1-dimethylethoxy)carbonyl]hydrazide and 1.23 g of isonicotine acid hydrazide and 0.1 g KI and 0.1 g C-18-Crown-6 were stirred for 12 hours at 50° C. in 50 ml dimethylformamide. After filtration the dimethylformamide was distilled off in vacuo and the residue stirred with ether. A yellow solid was obtained, 6.20 g of title compound. M.P. 205°-208° C. (dec.) The yield is 52.0%. The reactants are ClC1=C(CN2C3=C(NCC2)N=CC(=C3)I)C(=CC=C1F)F (1-(2-Chloro-3,6-difluorobenzyl)-7-iodo-1,2,3,4-tetrahydropyrido[2,3-b]pyrazine), B1(OC(C(O1)(C)C)(C)C)C2=CN=C(C=C2)N3CCOCC3 (2-(4-morpholino)pyridine-5-boronic acid pinacol ester). Reaction SMILES: [Cl:1][C:2]1[C:19]([F:20])=[CH:18][CH:17]=[C:16]([F:21])[C:3]=1[CH2:4][N:5]1[CH2:10][CH2:9][NH:8][C:7]2[N:11]=[CH:12][C:13](I)=[CH:14][C:6]1=2.B1([C:31]2[CH:36]=[CH:35][C:34]([N:37]3[CH2:42][CH2:41][O:40][CH2:39][CH2:38]3)=[N:33][CH:32]=2)OC(C)(C)C(C)(C)O1>>[Cl:1][C:2]1[C:19]([F:20])=[CH:18][CH:17]=[C:16]([F:21])[C:3]=1[CH2:4][N:5]1[CH2:10][CH2:9][NH:8][C:7]2[N:11]=[CH:12][C:13]([C:31]3[CH:32]=[N:33][C:34]([N:37]4[CH2:38][CH2:39][O:40][CH2:41][CH2:42]4)=[CH:35][CH:36]=3)=[CH:14][C:6]1=2. The product is ClC1=C(CN2C3=C(NCC2)N=CC(=C3)C=3C=NC(=CC3)N3CCOCC3)C(=CC=C1F)F (1-(2-Chloro-3,6-difluorobenzyl)-7-(6-morpholin-4-yl-pyridin-3-yl)-1,2,3,4-tetrahydropyrido[2,3-b]pyrazine). Procedure details: 1-(2-Chloro-3,6-difluorobenzyl)-7-iodo-1,2,3,4-tetrahydropyrido[2,3-b]pyrazine (100 mg) was reacted with 2-(4-morpholino)pyridine-5-boronic acid pinacol ester as in General Procedure 4A to give the title compound as a beige foam (52% yield). M.p. (foam), LCMS: m/z=458.04 (M+H+), 1H-NMR (CDCl3, 400 MHz) δ 3.28-3.34 (m, 2H), 3.51-3.59 (m, 6H), 3.81-3.88 (m, 4H), 4.54 (s, 2H), 5.30 (s, 1H), 6.69 (d, J=8.8 Hz, 1H), 7.00-7.08 (m, 2H), 7.11-7.18 (m, 1H), 7.53 (s, 1H), 7.61 (dd, J=8.8 Hz, 2.5 Hz, 1H), ...